This data is from the Open Reaction Database (ORD), a public repository of structured organic reaction records. The task is: describe an organic reaction: reactants, conditions, products, and yield Starting materials: CC(C)=O, Cl, CC(C)(C)OC(=O)N(CCO)CCC(=O)N1CC(n2nc(-c3ccc(Oc4ccccc4)cc3)c3c(N)ncnc32)C1. Yields the product Nc1ncnc2c1c(-c1ccc(Oc3ccccc3)cc1)nn2C1CN(C(=O)CCNCCO)C1. As a reaction SMILES: [CH3:44][C:45](=[O:46])[CH3:47].[ClH:1].[NH2:2][c:3]1[c:4]2[c:5]([n:6][cH:7][n:8]1)[n:9]([CH:25]1[CH2:26][N:27]([C:29]([CH2:30][CH2:31][N:32]([C:33](=[O:34])[O:35][C:36]([CH3:37])([CH3:38])[CH3:39])[CH2:40][CH2:41][OH:42])=[O:43])[CH2:28]1)[n:10][c:11]2-[c:12]1[cH:13][cH:14][c:15]([O:18][c:19]2[cH:20][cH:21][cH:22][cH:23][cH:24]2)[cH:16][cH:17]1>>[NH2:2][c:3]1[c:4]2[c:5]([n:6][cH:7][n:8]1)[n:9]([CH:25]1[CH2:26][N:27]([C:29]([CH2:30][CH2:31][NH:32][CH2:40][CH2:41][OH:42])=[O:43])[CH2:28]1)[n:10][c:11]2-[c:12]1[cH:13][cH:14][c:15]([O:18][c:19]2[cH:20][cH:21][cH:22][cH:23][cH:24]2)[cH:16][cH:17]1. Reactants: CC(=O)OCC1OC(OC(C)=O)C(N=C=S)C(OC(C)=O)C1OC(C)=O, CC#N, NCCF. Product: CC(=O)OCC1OC(OC(C)=O)C(NC(=S)NCCF)C(OC(C)=O)C1OC(C)=O. As a reaction SMILES: [C:1]([CH3:2])(=[O:3])[O:4][CH:5]1[O:6][CH:7]([CH2:22][O:23][C:24]([CH3:25])=[O:26])[CH:8]([O:18][C:19]([CH3:20])=[O:21])[CH:9]([O:14][C:15]([CH3:16])=[O:17])[CH:10]1[N:11]=[C:12]=[S:13].[CH3:31][C:32]#[N:33].[F:27][CH2:28][CH2:29][NH2:30]>>[C:1]([CH3:2])(=[O:3])[O:4][CH:5]1[O:6][CH:7]([CH2:22][O:23][C:24]([CH3:25])=[O:26])[CH:8]([O:18][C:19]([CH3:20])=[O:21])[CH:9]([O:14][C:15]([CH3:16])=[O:17])[CH:10]1[NH:11][C:12](=[S:13])[NH:30][CH2:29][CH2:28][F:27]. Starting materials: CC(C)(Br)C(N)=O, O=C([O-])[O-], CO, CN1CCCN(C)C1=O, CN1CCCC1=O, ClC(Cl)Cl, [Cs+], [Cs+], [H-], [Na+], C1COCCO1, Oc1ccnc2ccccc12. Product: Nc1ccnc2ccccc12. Reaction SMILES: [Br:20][C:21]([CH3:22])([CH3:23])[C:25]([NH2:24])=[O:26].[C:14](=[O:15])([O-:16])[O-:17].[CH3:37][OH:38].[CH3:39][N:40]1[CH2:41][CH2:42][CH2:43][N:44]([CH3:45])[C:46]1=[O:47].[CH3:48][N:49]1[CH2:50][CH2:51][CH2:52][C:53]1=[O:54].[Cl:33][CH:34]([Cl:35])[Cl:36].[Cs+:18].[Cs+:19].[H-:13].[Na+:12].[O:27]1[CH2:28][CH2:29][O:30][CH2:31][CH2:32]1.[OH:1][c:2]1[cH:3][cH:4][n:5][c:6]2[cH:7][cH:8][cH:9][cH:10][c:11]12>>[c:2]1([NH2:24])[cH:3][cH:4][n:5][c:6]2[cH:7][cH:8][cH:9][cH:10][c:11]12. The reactants are [BH4-], O=C([O-])O, CN(C)CCC(=O)C=Cc1ccccc1, CO, Cl, [Na+], [Na+], O, O. The product is CN(C)CCC(O)C=Cc1ccccc1. RXN SMILES: [BH4-:22].[C:17](=[O:18])([OH:19])[O-:20].[CH3:1][N:2]([CH2:3][CH2:4][C:5]([CH:6]=[CH:7][c:8]1[cH:9][cH:10][cH:11][cH:12][cH:13]1)=[O:14])[CH3:15].[CH3:25][OH:26].[ClH:16].[Na+:21].[Na+:23].[OH2:24].[OH2:27]>>[CH3:1][N:2]([CH2:3][CH2:4][CH:5]([CH:6]=[CH:7][c:8]1[cH:9][cH:10][cH:11][cH:12][cH:13]1)[OH:14])[CH3:15].